Dataset: the Open Reaction Database (ORD), a public repository of structured organic reaction records. Task: describe an organic reaction: reactants, conditions, products, and yield The reactants are CN(C)C=O, CCOCC, CCC=O, CC(C)CC=O, O=C(O)C1CCCN1. The product is CC(C)CC(O)C(C)C=O. Reaction SMILES: [CH3:19][N:20]([CH3:21])[CH:22]=[O:23].[CH3:24][CH2:25][O:26][CH2:27][CH3:28].[CH:1]([CH2:2][CH3:3])=[O:4].[CH:5]([CH2:6][CH:7]([CH3:8])[CH3:9])=[O:10].[OH:11][C:12]([CH:13]1[NH:14][CH2:15][CH2:16][CH2:17]1)=[O:18]>>[CH:1]([CH:2]([CH3:3])[CH:5]([CH2:6][CH:7]([CH3:8])[CH3:9])[OH:10])=[O:4].